Task: describe an organic reaction: reactants, conditions, products, and yield. Dataset: the Open Reaction Database (ORD), a public repository of structured organic reaction records Reactants: NC=1SC(=NN1)C1=CC=NC=C1 (2-Amino-5-(4-pyridyl)-1,3,4-thiadiazole), [OH-].[Na+] (Sodium hydroxide), BrBr (Bromine), N(=O)[O-].[Na+] (sodium nitrite). Solvent: O (Water), O (water), Br (hydrobromic acid), O (water). Run at temperature 0 celsius, time 30 minute. Yields the product BrC=1SC(=NN1)C1=CC=NC=C1 (2-Bromo-5-(4-pyridyl)-1,3,4-thiadiazole). Yield: 47.2%. Reaction SMILES: N[C:2]1[S:3][C:4]([C:7]2[CH:12]=[CH:11][N:10]=[CH:9][CH:8]=2)=[N:5][N:6]=1.[Br:13]Br.N([O-])=O.[Na+].[OH-].[Na+]>Br.O>[Br:13][C:2]1[S:3][C:4]([C:7]2[CH:12]=[CH:11][N:10]=[CH:9][CH:8]=2)=[N:5][N:6]=1 |f:2.3,4.5|. Reported procedure: 2-Amino-5-(4-pyridyl)-1,3,4-thiadiazole (2.0 g, 11.2 mmol) was suspended in 48% aqueous hydrobromic acid (5.6 mL) and stirred at 0° C. Bromine (5.06 mL, 98.8 mmol) was added dropwise into the mixture at 0° C. Water (15 mL) was added slowly followed by a solution of sodium nitrite (1.97 g, 28.6 mmol) in water (2.8 mL). Stirring at 0° C. was continued for another 30 minutes. Sodium hydroxide (10.0 g) in water (10 mL) was added slowly into the reaction mixture while the temperature was maintained b... Reactants: ClC=1C=CC(=C(C(=O)O)C1)[N+](=O)[O-] (5-Chloro-2-nitro-benzoic acid), N1CCNCCC1 (homopiperizine). The solvent is OS(=O)(=O)[O-].[K+] (KHSO4), aqueous solution. Conditions: temperature 110 celsius, time 10 minute. Yields the product N1(CCNCCC1)C=1C=CC(=C(C(=O)O)C1)[N+](=O)[O-] (5-[1,4]diazepan-1-yl-2-nitro-benzoic acid). The yield is 73.3%. RXN SMILES: Cl[C:2]1[CH:3]=[CH:4][C:5]([N+:11]([O-:13])=[O:12])=[C:6]([CH:10]=1)[C:7]([OH:9])=[O:8].[NH:14]1[CH2:20][CH2:19][CH2:18][NH:17][CH2:16][CH2:15]1>OS([O-])(=O)=O.[K+]>[N:14]1([C:2]2[CH:3]=[CH:4][C:5]([N+:11]([O-:13])=[O:12])=[C:6]([CH:10]=2)[C:7]([OH:9])=[O:8])[CH2:20][CH2:19][CH2:18][NH:17][CH2:16][CH2:15]1 |f:2.3|. Procedure details: 5-Chloro-2-nitro-benzoic acid (42.3 g) and homopiperizine (100 g, 4.8 eq.) were mixed without solvent and heated at 110° C. After 10 min, the mixture had melted into an orange, thick solution. After 45 min total reaction time, the mixture turned to a dark black-brown color and become very thick. At this time, the mixture was cooled to room temperature and diluted with 10% KHSO4 (wt/vol) aqueous solution (pH 4). This mixture was stirred at room temperature for ˜1 hour and then filtered. The solid... Reaction SMILES: [F:1][CH:2]([C:6]1[CH:15]=[CH:14][C:13]2[C:12]([CH3:17])([CH3:16])[CH2:11][CH2:10][C:9]([CH3:19])([CH3:18])[C:8]=2[CH:7]=1)[C:3](O)=[O:4].[NH2:20][C:21]1[CH:32]=[CH:31][C:24]([C:25]([O:27][CH2:28][CH:29]=[CH2:30])=[O:26])=[CH:23][CH:22]=1>>[F:1][CH:2]([C:6]1[CH:15]=[CH:14][C:13]2[C:12]([CH3:17])([CH3:16])[CH2:11][CH2:10][C:9]([CH3:19])([CH3:18])[C:8]=2[CH:7]=1)[C:3]([NH:20][C:21]1[CH:22]=[CH:23][C:24]([C:25]([O:27][CH2:28][CH:29]=[CH2:30])=[O:26])=[CH:31][CH:32]=1)=[O:4]. Reactants: FC(C(=O)O)C1=CC=2C(CCC(C2C=C1)(C)C)(C)C (α-fluoro-5,6,7,8-tetrahydro-5,5,8,8-tetramethyl-2-naphthylacetic acid), NC1=CC=C(C(=O)OCC=C)C=C1 (allyl 4-aminobenzoate), ester. Reported procedure: In a manner similar to Example 4(c), by reaction of 1.35 g (5.1 mmol) of α-fluoro-5,6,7,8-tetrahydro-5,5,8,8-tetramethyl-2-naphthylacetic acid with 920 mg (5.1 mmol) of allyl 4-aminobenzoate, 1.7 g (81%) of ester are obtained in the form of an oil. Product: FC(C(=O)NC1=CC=C(C(=O)OCC=C)C=C1)C1=CC=2C(CCC(C2C=C1)(C)C)(C)C (Allyl 4-(α-fluoro-5,6,7,8-tetrahydro -5,5,8,8-tetramethyl-2-naphthylacetamido)benzoate). Run at temperature 60 celsius. Product: CC=1C=NN2C1C(=NC(=C2)C2=CC=C(C=C2)N2CCOCC2)O[C@H](C)[C@@H]2CC(NC2)=O ((R)-4-((R)-1-(3-methyl-6-(4-morpholinophenyl)pyrazolo[1,5-a]pyrazin-4-yloxy)ethyl)pyrrolidin-2-one). The solvent is C(=O)(C(F)(F)F)O (TFA), C(C)(=O)OCC (ethyl acetate). Procedure: (R)-1-((R)-1-(4-methoxyphenyl)ethyl)-4-4R)-1-(3-methyl-6-(4-morpholinophenyl)pyrazolo[1,5-a]pyrazin-4-yloxy)ethyl)pyrrolidin-2-one 5.12 (34 mg, 0.061 mmol) was taken up in TFA (1.5 mL) and mixture was heated at 60° C. overnight. After cooling to room temperature, mixture was concentrated under reduced pressure and resulting film was taken up in ethyl acetate and washed with saturated aqueous sodium bicarbonate. Layers were separated and aqueous was extracted with ethyl acetate. Combined organics... RXN SMILES: COC1C=CC([C@H]([N:11]2[CH2:15][C@H:14]([C@H:16]([O:18][C:19]3[C:20]4[N:21]([N:37]=[CH:38][C:39]=4[CH3:40])[CH:22]=[C:23]([C:25]4[CH:30]=[CH:29][C:28]([N:31]5[CH2:36][CH2:35][O:34][CH2:33][CH2:32]5)=[CH:27][CH:26]=4)[N:24]=3)[CH3:17])[CH2:13][C:12]2=[O:41])C)=CC=1>C(O)(C(F)(F)F)=O.C(OCC)(=O)C>[CH3:40][C:39]1[CH:38]=[N:37][N:21]2[CH:22]=[C:23]([C:25]3[CH:30]=[CH:29][C:28]([N:31]4[CH2:32][CH2:33][O:34][CH2:35][CH2:36]4)=[CH:27][CH:26]=3)[N:24]=[C:19]([O:18][C@@H:16]([C@H:14]3[CH2:15][NH:11][C:12](=[O:41])[CH2:13]3)[CH3:17])[C:20]=12. Starting materials: COC1=CC=C(C=C1)[C@@H](C)N1C(C[C@H](C1)[C@@H](C)OC=1C=2N(C=C(N1)C1=CC=C(C=C1)N1CCOCC1)N=CC2C)=O ((R)-1-((R)-1-(4-methoxyphenyl)ethyl)-4-((R)-1-(3-methyl-6-(4-morpholinophenyl)pyrazolo[1,5-a]pyrazin-4-yloxy)ethyl)pyrrolidin-2-one). The reactants are C(C)C1=NC2=C(C=CC=C2C=C1C)C(CO[Si](C)(C)C(C)(C)C)N(CC)CC ((+)-2-ethyl-3-methyl-8-(1-diethylamino-2-[tert-butyldimethylsilyloxy]ethyl)-quinoline), O.O.O.[F-].C(C)(C)(C)[NH3+] (tert-butylammonium fluoride trihydrate), O (water). Run in O1CCCC1 (tetrahydrofuran), O1CCCC1 (tetrahydrofuran). Conditions: temperature 0 celsius, time 3 hour. Product: C(C)C1=NC2=C(C=CC=C2C=C1C)[C@H](CO)N(CC)CC ((+)-2-ethyl-3-methyl-8-(1(R)-diethylamino-2-hydroxyethyl)quinoline). Isolated yield 87.3%. RXN SMILES: [CH2:1]([C:3]1[C:12]([CH3:13])=[CH:11][C:10]2[C:5](=[C:6]([CH:14]([N:24]([CH2:27][CH3:28])[CH2:25][CH3:26])[CH2:15][O:16][Si](C(C)(C)C)(C)C)[CH:7]=[CH:8][CH:9]=2)[N:4]=1)[CH3:2].O.O.O.[F-].C([NH3+])(C)(C)C.O>O1CCCC1>[CH2:1]([C:3]1[C:12]([CH3:13])=[CH:11][C:10]2[C:5](=[C:6]([C@@H:14]([N:24]([CH2:27][CH3:28])[CH2:25][CH3:26])[CH2:15][OH:16])[CH:7]=[CH:8][CH:9]=2)[N:4]=1)[CH3:2] |f:1.2.3.4.5|. Reported procedure: 0.40 g (1.0 mmol) of (+)-2-ethyl-3-methyl-8-(1-diethylamino-2-[tert-butyldimethylsilyloxy]ethyl)-quinoline and 5 ml of tetrahydrofuran are introduced into a 50 ml round-bottomed flask. This solution is cooled to 0° C. on an ice bath and a solution of 0.40 g (1.52 mmol) of tert-butylammonium fluoride trihydrate in 10 ml of tetrahydrofuran is added. The reaction mixture is stirred at 45° C. for 3 hours. 50 ml of water are added and the resulting mixture is extracted with ethyl acetate (3×50 ml). T...